This data is from the Open Reaction Database (ORD), a public repository of structured organic reaction records. The task is: describe an organic reaction: reactants, conditions, products, and yield Reactants: CCOC(=O)/N=N/C(=O)OCC (diethylazodicarboxylate), ClC(=CCOC1=CC(=C(C(=C1)Cl)O)Cl)Cl (4-(3,3-dichloro-2-propenyloxy)-2,6-dichlorophenol), C1(=CC=CC=C1)CCCCO (4-phenyl-1-butanol), C1(=CC=CC=C1)P(C1=CC=CC=C1)C1=CC=CC=C1 (triphenylphosphine). Solvent: O1CCCC1 (tetrahydrofuran), O1CCCC1 (tetrahydrofuran). Yields the product ClC=1C=C(C=C(C1OCCCCC1=CC=CC=C1)Cl)OCC=C(Cl)Cl (3,5-dichloro-1-(3,3-dichloro-2-propenyloxy)-4-(4-phenylbutyloxy)benzene). Isolated yield 73.1%. As a reaction SMILES: [Cl:1][C:2]([Cl:15])=[CH:3][CH2:4][O:5][C:6]1[CH:11]=[C:10]([Cl:12])[C:9]([OH:13])=[C:8]([Cl:14])[CH:7]=1.[C:16]1([CH2:22][CH2:23][CH2:24][CH2:25]O)[CH:21]=[CH:20][CH:19]=[CH:18][CH:17]=1.C1(P(C2C=CC=CC=2)C2C=CC=CC=2)C=CC=CC=1.CCOC(/N=N/C(OCC)=O)=O>O1CCCC1>[Cl:14][C:8]1[CH:7]=[C:6]([O:5][CH2:4][CH:3]=[C:2]([Cl:1])[Cl:15])[CH:11]=[C:10]([Cl:12])[C:9]=1[O:13][CH2:25][CH2:24][CH2:23][CH2:22][C:16]1[CH:21]=[CH:20][CH:19]=[CH:18][CH:17]=1. Procedure: To a solution of 0.30 g of 4-(3,3-dichloro-2-propenyloxy)-2,6-dichlorophenol, 0.16 g of 4-phenyl-1-butanol and 0.27 g of triphenylphosphine dissolved in 10 ml of tetrahydrofuran was added dropwise a solution of 0.21 g of diethylazodicarboxylate dissolved in 5 ml of tetrahydrofuran was added dropwise, while stirring at room temperature. After stirring at room temperature for 24 hours, the reaction mixture was concentrated to obtain a residue. The residue was subjected to silica gel chromatography... Reactants: Cl (hydrochloric acid), C(C1=CC=CC=C1)N1[C@@]2([C@@H](CC[C@H]1[C@@H](C2)N2N=NN=C2C)OCC2=CC(=CC(=C2)C(F)(F)F)C(F)(F)F)C2=CC=CC=C2 ((1R*,2R*,5S*,6R*)-8-Benzyl-2-{[3,5-bis(trifluoromethyl)phenyl]methoxy}-6-(5-methyl-1H-tetrazol-1-yl)-1-phenyl-8-azabicyclo[3.2.1]octane), Cl (hydrogen chloride). Reagents/catalysts: [OH-].[Pd+2].[OH-] (palladium hydroxide). Run in CO (methanol), C(C)OCC (diethyl ether), C(C)OCC (diethyl ether). The product is Cl.FC(C=1C=C(C=C(C1)C(F)(F)F)CO[C@H]1[C@@]2(C[C@H]([C@H](CC1)N2)N2N=NN=C2C)C2=CC=CC=C2)(F)F ((1R*,2R*,5S*,6R*)-2-{[3,5-Bis(trifluoromethyl)phenyl]methoxy}-6-(5-methyl-1H-tetrazol-1-yl)-1-phenyl-8-azabicyclo[3.2.1]octane hydrochloride). Reaction SMILES: C([N:8]1[C@@H:13]2[C@H:14]([N:16]3[C:20]([CH3:21])=[N:19][N:18]=[N:17]3)[CH2:15][C@@:9]1([C:38]1[CH:43]=[CH:42][CH:41]=[CH:40][CH:39]=1)[C@H:10]([O:22][CH2:23][C:24]1[CH:29]=[C:28]([C:30]([F:33])([F:32])[F:31])[CH:27]=[C:26]([C:34]([F:37])([F:36])[F:35])[CH:25]=1)[CH2:11][CH2:12]2)C1C=CC=CC=1.[ClH:44]>CO.C(OCC)C.[OH-].[Pd+2].[OH-]>[ClH:44].[F:32][C:30]([F:31])([F:33])[C:28]1[CH:29]=[C:24]([CH2:23][O:22][C@@H:10]2[CH2:11][CH2:12][C@@H:13]3[NH:8][C@@:9]2([C:38]2[CH:39]=[CH:40][CH:41]=[CH:42][CH:43]=2)[CH2:15][C@H:14]3[N:16]2[C:20]([CH3:21])=[N:19][N:18]=[N:17]2)[CH:25]=[C:26]([C:34]([F:35])([F:37])[F:36])[CH:27]=1 |f:4.5.6,7.8|. Procedure: (1R*,2R*,5S*,6R*)-8-Benzyl-2-{[3,5-bis(trifluoromethyl)phenyl]methoxy}-6-(5-methyl-1H-tetrazol-1-yl)-1-phenyl-8-azabicyclo[3.2.1]octane (Example 110; 134 mg, 0.22 mmol) was dissolved in methanol (10 ml) and hydrochloric acid (2N) (1 ml) and 10% palladium hydroxide (50 mg) added and the mixture hydrogenated at 40 psi overnight. The reaction mixture was then filtered and concentrated in vacuo. The oil was partitioned between saturated sodium hydrogen carbonate solution and dichloromethane and the ...